This data is from the Open Reaction Database (ORD), a public repository of structured organic reaction records. The task is: describe an organic reaction: reactants, conditions, products, and yield Reactants: CNS(=O)(=O)c1ccccc1[N+](=O)[O-], CN(C)C=O, FC(F)=C(F)F, [K+], [OH-], O. Product: CN(C(F)(F)C(F)F)S(=O)(=O)c1ccccc1[N+](=O)[O-]. Reaction SMILES: [CH3:1][NH:2][S:3](=[O:4])(=[O:5])[c:6]1[c:7]([N+:12](=[O:13])[O-:14])[cH:8][cH:9][cH:10][cH:11]1.[CH3:24][N:25]([CH3:26])[CH:27]=[O:28].[F:15][C:16](=[C:17]([F:18])[F:19])[F:20].[K+:22].[OH-:21].[OH2:23]>>[CH3:1][N:2]([S:3](=[O:4])(=[O:5])[c:6]1[c:7]([N+:12](=[O:13])[O-:14])[cH:8][cH:9][cH:10][cH:11]1)[C:17]([CH:16]([F:15])[F:20])([F:18])[F:19].